This data is from the Open Reaction Database (ORD), a public repository of structured organic reaction records. The task is: describe an organic reaction: reactants, conditions, products, and yield The reactants are O=C=Nc1c(Cl)cccc1Cl, Nc1cc(Nc2ccc(N3CCOCC3)cc2)ncn1. Product: O=C(Nc1cc(Nc2ccc(N3CCOCC3)cc2)ncn1)Nc1c(Cl)cccc1Cl. Reaction SMILES: [Cl:21][c:22]1[c:23]([N:29]=[C:30]=[O:31])[c:24]([Cl:28])[cH:25][cH:26][cH:27]1.[O:1]1[CH2:2][CH2:3][N:4]([c:7]2[cH:8][cH:9][c:10]([NH:13][c:14]3[n:15][cH:16][n:17][c:18]([NH2:20])[cH:19]3)[cH:11][cH:12]2)[CH2:5][CH2:6]1>>[O:1]1[CH2:2][CH2:3][N:4]([c:7]2[cH:8][cH:9][c:10]([NH:13][c:14]3[n:15][cH:16][n:17][c:18]([NH:20][C:30]([NH:29][c:23]4[c:22]([Cl:21])[cH:27][cH:26][cH:25][c:24]4[Cl:28])=[O:31])[cH:19]3)[cH:11][cH:12]2)[CH2:5][CH2:6]1. Reactants: ClC1=NC=C(C(=N1)N[C@H]1[C@@H](CCCC1)NS(=O)(=O)C)Cl (N-[(1R,2R)-2-(2,5-Dichloro-pyrimidin-4-ylamino)-cyclohexyl]-methanesulfonamide), NC1=CC2=C(CCN(CC2)CCO)C=C1OC (2-(7-Amino-8-methoxy-1,2,4,5-tetrahydro-3-benzazepin-3-yl)-ethanol). Product: ClC=1C(=NC(=NC1)NC1=CC2=C(CCN(CC2)CCO)C=C1OC)N[C@H]1[C@@H](CCCC1)NS(=O)(=O)C (N-((1R,2R)-2-{5-Chloro-2-[3-(2-hydroxy-ethyl)-8-methoxy-2,3,4,5-tetrahydro-1H-3-benzazepin-7-ylamino]-pyrimidin-4-ylamino}-cyclohexyl)-methanesulfonamide). The yield is 36.0%. Reaction SMILES: Cl[C:2]1[N:7]=[C:6]([NH:8][C@@H:9]2[CH2:14][CH2:13][CH2:12][CH2:11][C@H:10]2[NH:15][S:16]([CH3:19])(=[O:18])=[O:17])[C:5]([Cl:20])=[CH:4][N:3]=1.[NH2:21][C:22]1[C:35]([O:36][CH3:37])=[CH:34][C:25]2[CH2:26][CH2:27][N:28]([CH2:31][CH2:32][OH:33])[CH2:29][CH2:30][C:24]=2[CH:23]=1>>[Cl:20][C:5]1[C:6]([NH:8][C@@H:9]2[CH2:14][CH2:13][CH2:12][CH2:11][C@H:10]2[NH:15][S:16]([CH3:19])(=[O:18])=[O:17])=[N:7][C:2]([NH:21][C:22]2[C:35]([O:36][CH3:37])=[CH:34][C:25]3[CH2:26][CH2:27][N:28]([CH2:31][CH2:32][OH:33])[CH2:29][CH2:30][C:24]=3[CH:23]=2)=[N:3][CH:4]=1. Reported procedure: In an analogous manner to Example 1503, the product was prepared from N-[(1R,2R)-2-(2,5-Dichloro-pyrimidin-4-ylamino)-cyclohexyl]-methanesulfonamide and 2-(7-Amino-8-methoxy-1,2,4,5-tetrahydro-3-benzazepin-3-yl)-ethanol. Product was isolated as a white foam (34 mg, 36%). MS (ESI+): 539 (M+H), 1H-NMR (CDCl3, 400 MHz) δ 8.03 (s, 1H), 7.97 (s, 1H), 7.35 (s, 1H), 6.68 (s, 1H), 5.36 (d, J=8 Hz, 1H), 5.25 (br s, 1H), 3.96 (m, 1H), 3.89 (s, 3H), 3.66 (t, J=5 Hz, 2H), 3.26 (m, 1H), 2.91 (m, 4H), 2.80 (s... The reactants are Brc1ccc2c(c1)CN(Cc1ccccc1)C2, C1CCOC1, [Li]CCCC, O=C1CCOCC1. The product is OC1(c2ccc3c(c2)CN(Cc2ccccc2)C3)CCOCC1. RXN SMILES: [CH2:1]([c:2]1[cH:3][cH:4][cH:5][cH:6][cH:7]1)[N:8]1[CH2:9][c:10]2[cH:11][cH:12][c:13]([Br:17])[cH:14][c:15]2[CH2:16]1.[CH2:30]1[O:31][CH2:32][CH2:33][CH2:34]1.[Li:18][CH2:19][CH2:20][CH2:21][CH3:22].[O:23]1[CH2:24][CH2:25][C:26](=[O:29])[CH2:27][CH2:28]1>>[CH2:1]([c:2]1[cH:3][cH:4][cH:5][cH:6][cH:7]1)[N:8]1[CH2:9][c:10]2[cH:11][cH:12][c:13]([C:26]3([OH:29])[CH2:25][CH2:24][O:23][CH2:28][CH2:27]3)[cH:14][c:15]2[CH2:16]1. The reactants are CO, CN(C)CCCN(C)c1ccc(C2CC2)cc1[N+](=O)[O-], [H][H], [Pd]. The product is CN(C)CCCN(C)c1ccc(C2CC2)cc1N. Reaction SMILES: [CH3:23][OH:24].[CH:1]1([c:4]2[cH:5][c:6]([N+:18]([O-:19])=[O:20])[c:7]([N:10]([CH3:11])[CH2:12][CH2:13][CH2:14][N:15]([CH3:16])[CH3:17])[cH:8][cH:9]2)[CH2:2][CH2:3]1.[H:21][H:22].[Pd:25]>>[CH:1]1([c:4]2[cH:5][c:6]([NH2:18])[c:7]([N:10]([CH3:11])[CH2:12][CH2:13][CH2:14][N:15]([CH3:16])[CH3:17])[cH:8][cH:9]2)[CH2:2][CH2:3]1. Starting materials: CC(=O)OCC(=O)Cl, ClCCl, CCNc1cccc(N)c1C(N)=O, c1ccncc1. Yields the product CCNc1cccc(NC(=O)COC(C)=O)c1C(N)=O. RXN SMILES: [C:20]([CH3:21])(=[O:22])[O:23][CH2:24][C:25](=[O:26])[Cl:27].[CH2:28]([Cl:29])[Cl:30].[NH2:1][c:2]1[c:3]([C:4](=[O:5])[NH2:6])[c:7]([NH:11][CH2:12][CH3:13])[cH:8][cH:9][cH:10]1.[cH:14]1[cH:15][cH:16][n:17][cH:18][cH:19]1>>[NH:1]([c:2]1[c:3]([C:4](=[O:5])[NH2:6])[c:7]([NH:11][CH2:12][CH3:13])[cH:8][cH:9][cH:10]1)[C:25]([CH2:24][O:23][C:20]([CH3:21])=[O:22])=[O:26]. Procedure details: To 74 mg (0.11 mmole) of ethyl 2-[[(2R,3S)-3-(Boc-L-phenylalanyl-L-histidylamino)-4-cyclohexyl-2-hydroxy-1-butyl]thio]acetate was added 100 μl of N,N-dimethylethylenediamine. The mixture, which was stirred at room temperature in a stoppered flask, became homogeneous within a few minutes. After 18 hours, the mixture, which had gelled, was triturated thoroughly with hot ether. The resulting solid was collected on a filter and washed several times with ether, triturating thoroughly each time. This ... As a reaction SMILES: [C:1]([NH:8][C@H:9]([C:17]([NH:19][C@H:20]([C:27]([NH:29][C@@H:30]([CH2:41][CH:42]1[CH2:47][CH2:46][CH2:45][CH2:44][CH2:43]1)[C@@H:31]([OH:40])[CH2:32][S:33][CH2:34][C:35]([O:37]CC)=O)=[O:28])[CH2:21][C:22]1[N:26]=[CH:25][NH:24][CH:23]=1)=[O:18])[CH2:10][C:11]1[CH:16]=[CH:15][CH:14]=[CH:13][CH:12]=1)([O:3][C:4]([CH3:7])([CH3:6])[CH3:5])=[O:2]>CN(C)CCN>[C:1]([NH:8][C@H:9]([C:17]([NH:19][C@H:20]([C:27]([NH:29][C@@H:30]([CH2:41][CH:42]1[CH2:43][CH2:44][CH2:45][CH2:46][CH2:47]1)[C@@H:31]([OH:40])[CH2:32][S:33][CH2:34][C:35]([N:8]([CH3:1])[CH2:9][CH2:17][NH:19][CH3:20])=[O:37])=[O:28])[CH2:21][C:22]1[N:26]=[CH:25][NH:24][CH:23]=1)=[O:18])[CH2:10][C:11]1[CH:16]=[CH:15][CH:14]=[CH:13][CH:12]=1)([O:3][C:4]([CH3:6])([CH3:5])[CH3:7])=[O:2]. Yields the product C(=O)(OC(C)(C)C)N[C@@H](CC1=CC=CC=C1)C(=O)N[C@@H](CC1=CNC=N1)C(=O)N[C@H]([C@H](CSCC(=O)N(CCNC)C)O)CC1CCCCC1 (N-[2-[[(2R,3S)-3-(Boc-L-phenylalanyl-L-histidylamino)-4-cyclohexyl-2-hydroxy-1-butyl]thio]acetyl]-N,N'-dimethylethylenediamine). The reactants are C(=O)(OC(C)(C)C)N[C@@H](CC1=CC=CC=C1)C(=O)N[C@@H](CC1=CNC=N1)C(=O)N[C@H]([C@H](CSCC(=O)OCC)O)CC1CCCCC1 (ethyl 2-[[(2R,3S)-3-(Boc-L-phenylalanyl-L-histidylamino)-4-cyclohexyl-2-hydroxy-1-butyl]thio]acetate). Conditions: time 18 hour. Solvent: CN(CCN)C (N,N-dimethylethylenediamine).